This data is from the Open Reaction Database (ORD), a public repository of structured organic reaction records. The task is: describe an organic reaction: reactants, conditions, products, and yield Reactants: [K+], [K+], Cc1ccc(F)c([N+](=O)[O-])c1, CC(C)(C)OC(=O)N1CCC(N)CC1, O=C([O-])[O-], CN(C)C=O. Product: Cc1ccc(NC2CCN(C(=O)OC(C)(C)C)CC2)c([N+](=O)[O-])c1. RXN SMILES: [K+:26].[K+:27].[N+:1](=[O:2])([O-:3])[c:4]1[cH:5][c:6]([CH3:11])[cH:7][cH:8][c:9]1[F:10].[NH2:12][CH:13]1[CH2:14][CH2:15][N:16]([C:19](=[O:20])[O:21][C:22]([CH3:23])([CH3:24])[CH3:25])[CH2:17][CH2:18]1.[O-:28][C:29]([O-:30])=[O:31].[O:32]=[CH:33][N:34]([CH3:35])[CH3:36]>>[N+:1](=[O:2])([O-:3])[c:4]1[cH:5][c:6]([CH3:11])[cH:7][cH:8][c:9]1[NH:12][CH:13]1[CH2:14][CH2:15][N:16]([C:19](=[O:20])[O:21][C:22]([CH3:23])([CH3:24])[CH3:25])[CH2:17][CH2:18]1. Procedure: To a suspension of 2-[3-(methylamino)propyl]-2-(4-fluorophenyl)-1,3-dioxolane (7.2 g, 30.0 mmol), potassium carbonate (10.6 g, 76.8 mmol) and 120 ml of ethanol at 0° was added dropwise a solution of N-(2-bromoacetyl)-4-(3-chlorophenoxy)piperidine (11.3 g, 34.0 mmol) in 120 ml of ethanol. The solution was stirred 1 hour at room temperature and at reflux for 1 hour. The mixture was poured into saturated sodium bicarbonate, extracted with methylene chloride, washed with water and dried over magnesi... Yields the product ClC=1C=C(OC2CCNCC2)C=CC1 (4-(3-chlorophenoxy)piperidine). Starting materials: CNCCCC1(OCCO1)C1=CC=C(C=C1)F (2-[3-(methylamino)propyl]-2-(4-fluorophenyl)-1,3-dioxolane), C([O-])([O-])=O.[K+].[K+] (potassium carbonate), BrCC(=O)N1CCC(CC1)OC1=CC(=CC=C1)Cl (N-(2-bromoacetyl)-4-(3-chlorophenoxy)piperidine), C([O-])(O)=O.[Na+] (sodium bicarbonate), C(C(=O)O)(=O)O.FC1=CC=C(C=C1)C1(OCCO1)CCCN(C)CC(=O)N1CCC(CC1)OC1=CC(=CC=C1)Cl (1-{N-{3-[2-(4-fluorophenyl)-1,3-dioxolan-2-yl]propyl}-N-methylaminoacetyl}-4-(3-chlorophenoxy)piperidine oxalate). Run at time 1 hour. Run in C(C)O (ethanol), C(C)O (ethanol). As a reaction SMILES: CNCCCC1(C2C=CC(F)=CC=2)OCCO1.C(=O)([O-])[O-].[K+].[K+].BrCC([N:28]1[CH2:33][CH2:32][CH:31]([O:34][C:35]2[CH:40]=[CH:39][CH:38]=[C:37]([Cl:41])[CH:36]=2)[CH2:30][CH2:29]1)=O.C(=O)(O)[O-].[Na+].C(O)(=O)C(O)=O.FC1C=CC(C2(CCCN(CC(N3CCC(OC4C=CC=C(Cl)C=4)CC3)=O)C)OCCO2)=CC=1>C(O)C>[Cl:41][C:37]1[CH:36]=[C:35]([CH:40]=[CH:39][CH:38]=1)[O:34][CH:31]1[CH2:30][CH2:29][NH:28][CH2:33][CH2:32]1 |f:1.2.3,5.6,7.8|. The reactants are [N+](=O)([O-])C=1C=CC(=NC1)OC=1C=C2CCC(OC2=CC1)C1=CC=CC=C1 (5-nitro-2-(2-phenylchroman-6-yloxy)pyridine), BrC=1C=C(C=CC1)C1OC2=CC=C(C=C2C(C1)O)O (2-(3-bromophenyl)chroman-4,6-diol). Yields the product BrC=1C=C(C=CC1)C1OC2=CC=C(C=C2C(C1)O)OC1=NC=C(C=C1)[N+](=O)[O-] (2-(3-Bromophenyl)-6-(5-nitropyridin-2-yloxy)chroman-4ol). As a reaction SMILES: [N+:1]([C:4]1[CH:5]=[CH:6][C:7](OC2C=C3C(=CC=2)OC(C2C=CC=CC=2)CC3)=[N:8][CH:9]=1)([O-:3])=[O:2].[Br:27][C:28]1[CH:29]=[C:30]([CH:34]2[CH2:43][CH:42]([OH:44])[C:41]3[C:36](=[CH:37][CH:38]=[C:39]([OH:45])[CH:40]=3)[O:35]2)[CH:31]=[CH:32][CH:33]=1>>[Br:27][C:28]1[CH:29]=[C:30]([CH:34]2[CH2:43][CH:42]([OH:44])[C:41]3[C:36](=[CH:37][CH:38]=[C:39]([O:45][C:7]4[CH:6]=[CH:5][C:4]([N+:1]([O-:3])=[O:2])=[CH:9][N:8]=4)[CH:40]=3)[O:35]2)[CH:31]=[CH:32][CH:33]=1. Reported procedure: 2-(3-Bromophenyl)-6-(5-nitropyridin-2-yloxy)chroman-4ol was prepared as described for 5-nitro-2-(2-phenylchroman-6-yloxy)pyridine in Example 1(b) starting from 215 mg of 2-(3-bromophenyl)chroman-4,6-diol (Example 15(b)). The product was recrystallised from a mixture of 2-propanol and acetone. 1H NMR (300 MHz, d6-DMSO) δ: 9.04 (d, 1H, J 2.8 Hz), 8.61 (dd, 1H, J 9.1, 2.8 Hz), 7.69 (m, 1H), 7.58-7.50 (m, 2H), 7.40 (m, 1H), 7.25 (d, 1H, J 2.7 Hz), 7.22 (d, 1H, 9.1 Hz), 7.02 (dd, 1H, J 8.8, 2.7 Hz), ... The reactants are C[Si](C)(C)C=[N+]=[N-], CC#N, CO, O=[N+]([O-])c1ccnc(Cl)c1O. Product: COc1c([N+](=O)[O-])ccnc1Cl. RXN SMILES: [CH3:12][Si:13]([CH:14]=[N+:15]=[N-:16])([CH3:17])[CH3:18].[CH3:19][C:20]#[N:21].[CH3:22][OH:23].[Cl:1][c:2]1[n:3][cH:4][cH:5][c:6]([N+:9](=[O:10])[O-:11])[c:7]1[OH:8]>>[Cl:1][c:2]1[n:3][cH:4][cH:5][c:6]([N+:9](=[O:10])[O-:11])[c:7]1[O:8][CH3:12]. Reactants: BrBr (bromine), C(C)(=O)C1=CC(=C(NS(=O)(=O)C)C=C1)SC1=C(C=C(C=C1)F)F (4'-acetyl2'-(2,4-difluorophenylthio)methanesulfonanilide), C(C1=CC=CC=C1)(=O)OOC(C1=CC=CC=C1)=O (benzoyl peroxide). The solvent is C(Cl)(Cl)Cl (chloroform), C(Cl)(Cl)Cl (chloroform). Conditions: time 1 hour. Product: BrCC(=O)C1=CC(=C(NS(=O)(=O)C)C=C1)SC1=C(C=C(C=C1)F)F (4'-bromoacetyl-2'(2,4-difluorophenylthio)methanesulfonanilide). As a reaction SMILES: [Br:1]Br.[C:3]([C:6]1[CH:16]=[CH:15][C:9]([NH:10][S:11]([CH3:14])(=[O:13])=[O:12])=[C:8]([S:17][C:18]2[CH:23]=[CH:22][C:21]([F:24])=[CH:20][C:19]=2[F:25])[CH:7]=1)(=[O:5])[CH3:4].C(OOC(=O)C1C=CC=CC=1)(=O)C1C=CC=CC=1>C(Cl)(Cl)Cl>[Br:1][CH2:4][C:3]([C:6]1[CH:16]=[CH:15][C:9]([NH:10][S:11]([CH3:14])(=[O:13])=[O:12])=[C:8]([S:17][C:18]2[CH:23]=[CH:22][C:21]([F:24])=[CH:20][C:19]=2[F:25])[CH:7]=1)=[O:5]. Procedure: A solution of bromine (0.81 g) in chloroform (5 ml) was added dropwise to a stirred solution of 4'-acetyl2'-(2,4-difluorophenylthio)methanesulfonanilide (1.8 g) and benzoyl peroxide (8 mg) in chloroform (20 ml). After stirring for 1 hour at room temperature, the mixture was washed with water and an aqueous solution of sodium bisulfite successively. The organic layer was dried and concentrated to give 4'-bromoacetyl-2'(2,4-difluorophenylthio)methanesulfonanilide. Starting materials: CCO, Cc1cn(-c2cc(Cl)ccc2[N+](=O)[O-])c(C2CCCCC2)n1, [H][H]. As a reaction SMILES: [CH3:25][CH2:26][OH:27].[Cl:1][c:2]1[cH:3][c:4](-[n:11]2[c:12]([CH:17]3[CH2:18][CH2:19][CH2:20][CH2:21][CH2:22]3)[n:13][c:14]([CH3:16])[cH:15]2)[c:5]([N+:8]([O-:9])=[O:10])[cH:6][cH:7]1.[H:23][H:24]>>[Cl:1][c:2]1[cH:3][c:4](-[n:11]2[c:12]([CH:17]3[CH2:18][CH2:19][CH2:20][CH2:21][CH2:22]3)[n:13][c:14]([CH3:16])[cH:15]2)[c:5]([NH2:8])[cH:6][cH:7]1. The product is Cc1cn(-c2cc(Cl)ccc2N)c(C2CCCCC2)n1. The reactants are CC(C)(C)OC(=O)N1CCC2(CC2)C(=O)C1, CCCCCCC, [Cl-], [Cl-], [Mg+2], [Na+], [OH-], O, O, O, O, O, O. Product: CC(C)(C)OC(=O)N1CCC2(CC2)C(O)C1. Reaction SMILES: [C:10]([CH3:11])([CH3:12])([CH3:13])[O:14][C:15](=[O:16])[N:17]1[CH2:18][C:19](=[O:25])[C:20]2([CH2:21][CH2:22]2)[CH2:23][CH2:24]1.[CH3:28][CH2:29][CH2:30][CH2:31][CH2:32][CH2:33][CH3:34].[Cl-:7].[Cl-:9].[Mg+2:8].[Na+:27].[OH-:26].[OH2:1].[OH2:2].[OH2:3].[OH2:4].[OH2:5].[OH2:6]>>[C:10]([CH3:11])([CH3:12])([CH3:13])[O:14][C:15](=[O:16])[N:17]1[CH2:18][CH:19]([OH:25])[C:20]2([CH2:21][CH2:22]2)[CH2:23][CH2:24]1. Starting materials: [BH4-].[Na+] (sodium tetrahydroborate), COC1=CC=C2CCC(C2=C1)=O (6-Methoxyindan-1-one), resultant mixture. The solvent is CO (methanol). Yields the product COC1=CC=C2CCC(C2=C1)O (6-methoxyindan-1-ol). Yield: 100.7%. Reaction SMILES: [CH3:1][O:2][C:3]1[CH:11]=[C:10]2[C:6]([CH2:7][CH2:8][C:9]2=[O:12])=[CH:5][CH:4]=1.[BH4-].[Na+]>CO>[CH3:1][O:2][C:3]1[CH:11]=[C:10]2[C:6]([CH2:7][CH2:8][CH:9]2[OH:12])=[CH:5][CH:4]=1 |f:1.2|. Reported procedure: 6-Methoxyindan-1-one (5.0 g) was dissolved in methanol (50 ml). Next, sodium tetrahydroborate (1.41 g) was added thereto at 0° C., and the resultant mixture was reacted at room temperature for 5 hr. The reaction solution was concentrated under reduced pressure and the residue was partitioned between ethyl acetate and water. The ethyl acetate layer was washed with water, dried and concentrated under reduced pressure to give 6-methoxyindan-1-ol (5.1 g) as an oil. This alcohol was not purified but ... Reactants: 5,11-dihydro-11-ethyl-8-ethynyl-2-fluoro-5-methyl-6H-dipyrido[3,2-b:2',3'-e][1,4]diaepin-6, C#C (acetylene), BrC1=CC2=C(N(C3=C(N(C2=O)C)C=CC(=N3)F)CC)N=C1 (8-bromo-5,11-dihydro-11-ethyl-2-fluoro-5-methyl-6H-dipyrido[3,2-b:2',3'-e][1,4]diazepin-6-one), BrC=1C=NC2=CC=CC=C2C1 (3-bromoquinoline). Run in petroleum ether. Yields the product C(C)N1C2=C(N(C(C3=C1N=CC(=C3)CCC=3C=NC1=CC=CC=C1C3)=O)C)C=CC(=N2)F (5,11-Dihydro-11-ethyl-2-fluoro-5-methyl-8-[2-(3-quinolyl)ethyl]-6H-dipyrido[3,2-b:2',3'-e][1,4]diazepin-6-one). Reaction SMILES: Br[C:2]1[CH:21]=[N:20][C:5]2[N:6]([CH2:18][CH3:19])[C:7]3[N:16]=[C:15]([F:17])[CH:14]=[CH:13][C:8]=3[N:9]([CH3:12])[C:10](=[O:11])[C:4]=2[CH:3]=1.Br[C:23]1[CH:24]=[N:25][C:26]2[C:31]([CH:32]=1)=[CH:30][CH:29]=[CH:28][CH:27]=2.[CH:33]#[CH:34]>>[CH2:18]([N:6]1[C:5]2[N:20]=[CH:21][C:2]([CH2:33][CH2:34][C:23]3[CH:24]=[N:25][C:26]4[C:31]([CH:32]=3)=[CH:30][CH:29]=[CH:28][CH:27]=4)=[CH:3][C:4]=2[C:10](=[O:11])[N:9]([CH3:12])[C:8]2[CH:13]=[CH:14][C:15]([F:17])=[N:16][C:7]1=2)[CH3:19]. Procedure details: By a procedure analogous to that described in Example 51b, 60 mg (0.20 mmol) of 5,11-dihydro-11-ethyl-8-ethynyl-2-fluoro-5-methyl-6H-dipyrido[3,2-b:2',3'-e][1,4]diaepin-6-one [prepared from 8-bromo-5,11-dihydro-11-ethyl-2-fluoro-5-methyl-6H-dipyrido[3,2-b:2',3'-e][1,4]diazepin-6-one (see Example 38) by a route analogous to that described in Example 51a] was coupled with 3-bromoquinoline. Hydrogenation of the resultant acetylene was accomplished as described in Example 3b to provide 6 mg of the t... The reactants are CC1=C(N=C(S1)COC1=CC=C(C=C1)/C=C/CO)C1=CC=CC=C1 ((E)-3-[4-(5-methyl-4-phenyl-2-thiazolylmethoxy)phenyl]-2-propen-1-ol). Reagents/catalysts: [O-2].[O-2].[Mn+4] (manganese dioxide). The product is CC1=C(N=C(S1)COC1=CC=C(C=C1)/C=C/C=O)C1=CC=CC=C1 ((E)-3-[4-(5-methyl-4-phenyl-2-thiazolylmethoxy)phenyl]-2-propen-1-al). As a reaction SMILES: [CH3:1][C:2]1[S:6][C:5]([CH2:7][O:8][C:9]2[CH:14]=[CH:13][C:12](/[CH:15]=[CH:16]/[CH2:17][OH:18])=[CH:11][CH:10]=2)=[N:4][C:3]=1[C:19]1[CH:24]=[CH:23][CH:22]=[CH:21][CH:20]=1>[O-2].[O-2].[Mn+4]>[CH3:1][C:2]1[S:6][C:5]([CH2:7][O:8][C:9]2[CH:14]=[CH:13][C:12](/[CH:15]=[CH:16]/[CH:17]=[O:18])=[CH:11][CH:10]=2)=[N:4][C:3]=1[C:19]1[CH:24]=[CH:23][CH:22]=[CH:21][CH:20]=1 |f:1.2.3|. Procedure details: According to the method described for Reference Example 34, (E)-3-[4-(5-methyl-4-phenyl-2-thiazolylmethoxy)phenyl]-2-propen-1-ol was subjected to oxidation reaction with activated manganese dioxide to give (E)-3-[4-(5-methyl-4-phenyl-2-thiazolylmethoxy)phenyl]-2-propen-1-al. Recrystallization from ethyl acetate--hexane gave colorless prisms, m.p.116°-117° C.